Dataset: the Open Reaction Database (ORD), a public repository of structured organic reaction records. Task: describe an organic reaction: reactants, conditions, products, and yield The reactants are CCO, O=S(=O)(c1ccc(Cl)cc1)C(c1cc(F)ccc1F)c1cc(Cl)ncc1Cl, NN, O. Product: NNc1cc(C(c2cc(F)ccc2F)S(=O)(=O)c2ccc(Cl)cc2)c(Cl)cn1. Reaction SMILES: [CH3:31][CH2:32][OH:33].[Cl:1][c:2]1[n:3][cH:4][c:5]([Cl:27])[c:6]([CH:8]([c:9]2[c:10]([F:16])[cH:11][cH:12][c:13]([F:15])[cH:14]2)[S:17](=[O:18])(=[O:19])[c:20]2[cH:21][cH:22][c:23]([Cl:26])[cH:24][cH:25]2)[cH:7]1.[NH2:29][NH2:30].[OH2:28]>>[c:2]1([NH:29][NH2:30])[n:3][cH:4][c:5]([Cl:27])[c:6]([CH:8]([c:9]2[c:10]([F:16])[cH:11][cH:12][c:13]([F:15])[cH:14]2)[S:17](=[O:18])(=[O:19])[c:20]2[cH:21][cH:22][c:23]([Cl:26])[cH:24][cH:25]2)[cH:7]1. Starting materials: C(#C)C=1C=NN2C1N=C(C=C2C(F)(F)F)C2=CC=C(C=C2)C(F)(F)F (3-ethynyl-7-trifluoromethyl-5-(4-trifluoromethyl-phenyl)-pyrazolo[1,5-a]pyrimidine), BrC=1C=NC=C(C1)S(=O)(=O)C (3-Bromo-5-methanesulfonyl-pyridine). Yields the product CS(=O)(=O)C=1C=C(C=NC1)C#CC=1C=NN2C1N=C(C=C2C(F)(F)F)C2=CC=C(C=C2)C(F)(F)F (3-(5-Methanesulfonyl-pyridin-3-ylethynyl)-7-trifluoromethyl-5-(4-trifluoromethyl-phenyl)-pyrazolo[1,5-a]pyrimidine), solid. The yield is 68.0%. RXN SMILES: [C:1]([C:3]1[CH:4]=[N:5][N:6]2[C:11]([C:12]([F:15])([F:14])[F:13])=[CH:10][C:9]([C:16]3[CH:21]=[CH:20][C:19]([C:22]([F:25])([F:24])[F:23])=[CH:18][CH:17]=3)=[N:8][C:7]=12)#[CH:2].Br[C:27]1[CH:28]=[N:29][CH:30]=[C:31]([S:33]([CH3:36])(=[O:35])=[O:34])[CH:32]=1>>[CH3:36][S:33]([C:31]1[CH:32]=[C:27]([C:2]#[C:1][C:3]2[CH:4]=[N:5][N:6]3[C:11]([C:12]([F:14])([F:13])[F:15])=[CH:10][C:9]([C:16]4[CH:21]=[CH:20][C:19]([C:22]([F:25])([F:24])[F:23])=[CH:18][CH:17]=4)=[N:8][C:7]=23)[CH:28]=[N:29][CH:30]=1)(=[O:35])=[O:34]. Procedure details: The title compound was prepared from 3-ethynyl-7-trifluoromethyl-5-(4-trifluoromethyl-phenyl)-pyrazolo[1,5-a]pyrimidine (example C.1) (300 mg, 1.0 mmol) and 3-Bromo-5-methanesulfonyl-pyridine (example B.19) (212 mg, 1.0 mmol) according to general procedure II. Obtained as a yellow solid (350 mg, 68%). MS (ISP) 511.1 [(M+H)+]; mp 241-242° C. Starting materials: N(=NC(=O)OCC)C(=O)OCC (Diethyl azodicarboxylate), 3-([N-(tert-butylcarbonyl)-N-methyl]amino)-1-propanol, ClC1=CC(=C(NC2=NC=NC3=CC(=C(C=C23)OC)O)C=C1)F (4-(4-chloro-2-fluoroanilino)-7-hydroxy-6-methoxyquinazoline), 3-([N-(tert-butylcarbonyl)-N-methyl]amino)-1-propanol, C1(=CC=CC=C1)P(C1=CC=CC=C1)C1=CC=CC=C1 (triphenylphosphine), N(=NC(=O)OCC)C(=O)OCC (diethyl azodicarboxylate), C1(=CC=CC=C1)P(C1=CC=CC=C1)C1=CC=CC=C1 (triphenylphosphine). Run in C(Cl)Cl (methylene chloride). Reaction conditions: time 1 hour. The product is ClC1=CC(=C(NC2=NC=NC3=CC=C(C=C23)OC)C=C1)F (4-(4-chloro-2-fluoroanilino)-6-methoxyquinazoline). Yield: 115.7%. As a reaction SMILES: N(C(OCC)=O)=NC(OCC)=O.[Cl:13][C:14]1[CH:33]=[CH:32][C:17]([NH:18][C:19]2[C:28]3[C:23](=[CH:24][C:25](O)=[C:26]([O:29][CH3:30])[CH:27]=3)[N:22]=[CH:21][N:20]=2)=[C:16]([F:34])[CH:15]=1.C1(P(C2C=CC=CC=2)C2C=CC=CC=2)C=CC=CC=1>C(Cl)Cl>[Cl:13][C:14]1[CH:33]=[CH:32][C:17]([NH:18][C:19]2[C:28]3[C:23](=[CH:24][CH:25]=[C:26]([O:29][CH3:30])[CH:27]=3)[N:22]=[CH:21][N:20]=2)=[C:16]([F:34])[CH:15]=1. Procedure: Diethyl azodicarboxylate (2.4 ml, 15 mmol) was added dropwise to a solution of 3-([N-(tert-butylcarbonyl)-N-methyl]amino)-1-propanol (1.77 g, 9.4 mmol), 4-(4-chloro-2-fluoroanilino)-7-hydroxy-6-methoxyquinazoline (2 g, 6.26 mmol), (prepared as described for the starting material in Example 2), and triphenylphosphine (4.1 g, 15 mmol) in methylene chloride (50 ml) under nitrogen. The mixture was stirred for 1 hour at ambient temperature, and further 3-([N-(tert-butylcarbonyl)-N-methyl]amino)-1-pro... Starting materials: C(C(=O)Cl)(=O)Cl (Oxalyl chloride), BrC1=C(C(=O)O)C=C(C=C1)I (2-bromo-5-iodo-benzoic acid). The reagents and catalysts are CN(C)C=O (DMF). The solvent is ClCCl (dichloromethane). Conditions: time 8 hour. Product: BrC1=C(C=C(C=C1)I)C(=O)C1=CC=C(C=C1)CC ((2-Bromo-5-iodo-phenyl)-(4-ethyl-phenyl)-methanone). Reaction SMILES: [C:1](Cl)(=O)[C:2](Cl)=O.[Br:7][C:8]1[CH:16]=[CH:15][C:14]([I:17])=[CH:13][C:9]=1[C:10]([OH:12])=O>ClCCl.CN(C=O)C>[Br:7][C:8]1[CH:16]=[CH:15][C:14]([I:17])=[CH:13][C:9]=1[C:10]([C:8]1[CH:16]=[CH:15][C:14]([CH2:1][CH3:2])=[CH:13][CH:9]=1)=[O:12]. Procedure: Oxalyl chloride (9.5 mL) is added to a solution of 2-bromo-5-iodo-benzoic acid (25.0 g) in dichloromethane (50 mL). A few drops of DMF are added and the mixture is stirred at room temperature overnight. Then, the reaction solution is concentrated under reduced pressure and the residue is taken up in dichloromethane (50 mL) and ethylbenzene (23 mL). The resulting solution is cooled in an ice-bath and aluminum trichloride (12.5 g) is added in portions. Then, the cooling bath is removed and the rea... Reactants: CC1=NC(=NC(=C1)C)NC(=O)NS(=O)(=O)C1=C(C=CC=C1)C(=O)OC (N-[(4,6-dimethylpyrimidin-2-yl)aminocarbonyl]-2-methoxycarbonylbenzenesulfonamide), [OH-].[Na+] (sodium hydroxide). Solvent: O (water). The product is CC1=NC(=NC(=C1)C)NC(=O)NS(=O)(=O)C1=C(C=CC=C1)C(=O)O (N-[(4,6-dimethylpyrimidin-2-yl)aminocarbonyl]-2-carboxybenzenesulfonamide). As a reaction SMILES: [CH3:1][C:2]1[CH:7]=[C:6]([CH3:8])[N:5]=[C:4]([NH:9][C:10]([NH:12][S:13]([C:16]2[CH:21]=[CH:20][CH:19]=[CH:18][C:17]=2[C:22]([O:24]C)=[O:23])(=[O:15])=[O:14])=[O:11])[N:3]=1.[OH-].[Na+]>O>[CH3:1][C:2]1[CH:7]=[C:6]([CH3:8])[N:5]=[C:4]([NH:9][C:10]([NH:12][S:13]([C:16]2[CH:21]=[CH:20][CH:19]=[CH:18][C:17]=2[C:22]([OH:24])=[O:23])(=[O:15])=[O:14])=[O:11])[N:3]=1 |f:1.2|. Procedure details: A mixture of 2.0 g of N-[(4,6-dimethylpyrimidin-2-yl)aminocarbonyl]-2-methoxycarbonylbenzenesulfonamide and 11 ml. of 50% aqueous sodium hydroxide was warmed on a steam bath with shaking; 40 ml. of water was added and heating and shaking continued during the next half hour. The resulting solution was then filtered and the filtrate acidified with hydrochloric acid to pH 2 to yield a precipitate which was isolated by filtration to yield the title compound, 0.7 g melting at 160° with decomposition....